Dataset: the Open Reaction Database (ORD), a public repository of structured organic reaction records. Task: describe an organic reaction: reactants, conditions, products, and yield Reactants: compound 30, NC1=C(OCCCC(=O)OCC)C=CC=C1 (ethyl 4-(2-aminophenoxy)butyrate), FC1=CC=C(CN2C=CC3=CC(=CC=C23)/C(=C/C(=O)O)/C)C=C1 (3-[1-(4-fluorobenzyl)indol-5-yl]isocrotonic acid). Yields the product FC1=CC=C(CN2C=CC3=CC(=CC=C23)/C(=C/C(=O)NC2=C(OCCCC(=O)O)C=CC=C2)/C)C=C1 (4-{2-[3-[1-(4-fluorobenzyl)indol-5-yl]isocrotonoylamino]phenoxy}butyric acid). Reaction SMILES: [NH2:1][C:2]1[CH:16]=[CH:15][CH:14]=[CH:13][C:3]=1[O:4][CH2:5][CH2:6][CH2:7][C:8]([O:10]CC)=[O:9].[F:17][C:18]1[CH:39]=[CH:38][C:21]([CH2:22][N:23]2[C:31]3[C:26](=[CH:27][C:28](/[C:32](/[CH3:37])=[CH:33]/[C:34](O)=[O:35])=[CH:29][CH:30]=3)[CH:25]=[CH:24]2)=[CH:20][CH:19]=1>>[F:17][C:18]1[CH:39]=[CH:38][C:21]([CH2:22][N:23]2[C:31]3[C:26](=[CH:27][C:28](/[C:32](/[CH3:37])=[CH:33]/[C:34]([NH:1][C:2]4[CH:16]=[CH:15][CH:14]=[CH:13][C:3]=4[O:4][CH2:5][CH2:6][CH2:7][C:8]([OH:10])=[O:9])=[O:35])=[CH:29][CH:30]=3)[CH:25]=[CH:24]2)=[CH:20][CH:19]=1. Procedure details: 334 mg of compound 30 was obtained in a similar manner to those described in the Examples 1 and 2 using 654 mg of ethyl 4-(2-aminophenoxy)butyrate and 454 mg of 3-[1-(4-fluorobenzyl)indol-5-yl]isocrotonic acid obtained according to the procedures described in the Reference Examples 1-4. Starting materials: O=C(O)c1cc(Br)cc(I)c1, CN1CCNCC1, CCN(C(C)C)C(C)C, O=S(Cl)Cl. The product is CN1CCN(C(=O)c2cc(Br)cc(I)c2)CC1. RXN SMILES: [Br:1][c:2]1[cH:3][c:4]([C:5](=[O:6])[OH:7])[cH:8][c:9]([I:11])[cH:10]1.[CH3:12][N:13]1[CH2:14][CH2:15][NH:16][CH2:17][CH2:18]1.[CH:19]([N:20]([CH2:21][CH3:22])[CH:23]([CH3:24])[CH3:25])([CH3:26])[CH3:27].[S:28]([Cl:29])([Cl:30])=[O:31]>>[Br:1][c:2]1[cH:3][c:4]([C:5](=[O:7])[N:16]2[CH2:15][CH2:14][N:13]([CH3:12])[CH2:18][CH2:17]2)[cH:8][c:9]([I:11])[cH:10]1. The reactants are O=C1NC2=C(SC3=C1C=CC(=C3)C(=O)OC)C=CC=C2 (Methyl 10,11-Dihydro-11-oxodibenzo[b,f][1,4]thiazepin-3-carboxylate), ClC1=CC(=CC=C1)C(=O)OO (m-chloroperbenzoic acid), ClC1=CC(=CC=C1)C(=O)OO (m-chloroperbenzoic acid). Solvent: C(Cl)(Cl)Cl (chloroform). Conditions: time 20 minute. The product is O=C1NC2=C(S(C3=C1C=CC(=C3)C(=O)OC)=O)C=CC=C2 (Methyl 10,11-Dihydro-11-oxodibenzo[b,f][1,4]thiazepin-3-carboxylate 5-Oxide). Yield: 40.7%. As a reaction SMILES: [O:1]=[C:2]1[C:8]2[CH:9]=[CH:10][C:11]([C:13]([O:15][CH3:16])=[O:14])=[CH:12][C:7]=2[S:6][C:5]2[CH:17]=[CH:18][CH:19]=[CH:20][C:4]=2[NH:3]1.ClC1C=CC=C(C(OO)=[O:29])C=1>C(Cl)(Cl)Cl>[O:1]=[C:2]1[C:8]2[CH:9]=[CH:10][C:11]([C:13]([O:15][CH3:16])=[O:14])=[CH:12][C:7]=2[S:6](=[O:29])[C:5]2[CH:17]=[CH:18][CH:19]=[CH:20][C:4]=2[NH:3]1. Procedure details: Dissolve 2 gm (0.0071 moles) of the ester of Example 2 in 200 cc of chloroform and 1.396 gm of m-chloroperbenzoic acid and stir at room temperature for 20 minutes. Add successive 100 mg portions of m-chloroperbenzoic acid until thin layer chromatography slows conversion of the starting material. Basify with calcium hydroxide and separate the solids. Chromotograph the solids over silica gel eluting with 30% ethyl acetate in benzene to obtain the title product (yield 870 mg).